This data is from the Open Reaction Database (ORD), a public repository of structured organic reaction records. The task is: describe an organic reaction: reactants, conditions, products, and yield Reactants: CC=1NC(=CC1C)C(CCC1=CC=CC=C1)=O (2,3-dimethyl-5-(3-phenylpropionyl)pyrrole), BrCC=CC (1-bromo-2-butene). Yields the product C(C=CC)N1C(=C(C=C1C(CCC1=CC=CC=C1)=O)C)C (1-(2-Butenyl)-2,3-dimethyl-5-(3-phenylpropionyl)pyrrole). Isolated yield 75.7%. As a reaction SMILES: [CH3:1][C:2]1[NH:3][C:4]([C:8](=[O:17])[CH2:9][CH2:10][C:11]2[CH:16]=[CH:15][CH:14]=[CH:13][CH:12]=2)=[CH:5][C:6]=1[CH3:7].Br[CH2:19][CH:20]=[CH:21][CH3:22]>>[CH2:19]([N:3]1[C:4]([C:8](=[O:17])[CH2:9][CH2:10][C:11]2[CH:16]=[CH:15][CH:14]=[CH:13][CH:12]=2)=[CH:5][C:6]([CH3:7])=[C:2]1[CH3:1])[CH:20]=[CH:21][CH3:22]. Reported procedure: The title compound (cis/trans=23/77) was prepared as a yellow oil in 75.7% yield in a similar procedure to that described in Referential Example 97 by using 2,3-dimethyl-5-(3-phenylpropionyl)pyrrole and 1-bromo-2-butene. The reactants are O1CCCC1 (tetrahydrofuran), dimethyl ester, ClC1=CC=C(C=C1)C(CCC(=O)O)(CCC(=O)O)C#N (4-(p-chlorophenyl)-4-cyanopimelic acid), C(C1=CC(=CC=C1)OC)C(CCC(=O)O)(CCC(=O)O)C#N (4-(m-anisyl)-4-cyanopimelic acid), dimethyl ester, CC(C)([O-])C.[K+] (potassium tert-butoxide). Solvent: C(C)(=O)O (acetic acid). The product is C(C1=CC(=CC=C1)OC)C1(CC(C(CC1)=O)C(=O)OC)C#N (4-(m-anisyl)-2-carbomethoxy-4-cyanocyclohexanone). Yield: 99.0%. Reaction SMILES: [CH2:1]([C:10]([C:21]#[N:22])([CH2:16][CH2:17][C:18]([OH:20])=[O:19])[CH2:11][CH2:12][C:13]([OH:15])=O)[C:2]1[CH:7]=[CH:6][CH:5]=[C:4]([O:8][CH3:9])[CH:3]=1.Cl[C:24]1C=CC(C(C#N)(CCC(O)=O)CCC(O)=O)=CC=1.O1CCCC1.CC(C)([O-])C.[K+]>C(O)(=O)C>[CH2:1]([C:10]1([C:21]#[N:22])[CH2:11][CH2:12][C:13](=[O:15])[CH:17]([C:18]([O:20][CH3:24])=[O:19])[CH2:16]1)[C:2]1[CH:7]=[CH:6][CH:5]=[C:4]([O:8][CH3:9])[CH:3]=1 |f:3.4|. Procedure details: Following the procedure of Example 1, Part B, but substituting 30.34 gm. (0.0951 mole) of the dimethyl ester of 4-(m-anisyl)-4-cyanopimelic acid (prepared in Part A, above) for the 34.97 gm. of the dimethyl ester of 4-(p-chlorophenyl)-4-cyanopimelic acid and using 620 ml. of the tetrahydrofuran, 21.3 gm. (0.19 mole) of the potassium tert-butoxide, and 150 ml. of the 2.5 N glacial acetic acid instead of the 700 ml., the 24.4 gm. (0.218 mole), and the 175 ml., respectively, there is prepared 29.1 ... Starting materials: C1(=CC=CC=C1)C1=NC(C(NC2=C1C=CC=C2)=S)NC(CCC2=C(C=C(C=C2)Cl)Cl)=O (N-(2,3-dihydro-5-phenyl-2-thioxo-1H-1,4-benzodiazepin-3-yl)-3-(2,4-dichlorophenyl)propanamide), COC(CN)OC (2,2-dimethoxyethylamine), Mercuric chloride. The solvent is C1CCOC1 (THF). Reaction conditions: time 17 hour. The product is COC(CN=C1NC2=C(C(=NC1NC(CCC1=C(C=C(C=C1)Cl)Cl)=O)C1=CC=CC=C1)C=CC=C2)OC (N-[2,3-dihydro-2-(2,2-dimethoxyethylimino)-5-phenyl-1H-1,4-benzodiazepin-3-yl)-3-(2,4-dichlorophenyl)propanamide). RXN SMILES: [C:1]1([C:7]2[C:13]3[CH:14]=[CH:15][CH:16]=[CH:17][C:12]=3[NH:11][C:10](=S)[CH:9]([NH:19][C:20](=[O:31])[CH2:21][CH2:22][C:23]3[CH:28]=[CH:27][C:26]([Cl:29])=[CH:25][C:24]=3[Cl:30])[N:8]=2)[CH:6]=[CH:5][CH:4]=[CH:3][CH:2]=1.[CH3:32][O:33][CH:34]([O:37][CH3:38])[CH2:35][NH2:36]>C1COCC1>[CH3:32][O:33][CH:34]([O:37][CH3:38])[CH2:35][N:36]=[C:10]1[CH:9]([NH:19][C:20](=[O:31])[CH2:21][CH2:22][C:23]2[CH:28]=[CH:27][C:26]([Cl:29])=[CH:25][C:24]=2[Cl:30])[N:8]=[C:7]([C:1]2[CH:6]=[CH:5][CH:4]=[CH:3][CH:2]=2)[C:13]2[CH:14]=[CH:15][CH:16]=[CH:17][C:12]=2[NH:11]1. Procedure details: A mixture of N-(2,3-dihydro-5-phenyl-2-thioxo-1H-1,4-benzodiazepin-3-yl)-3-(2,4-dichlorophenyl)propanamide (234 mg, 0.5 mmol) and 2,2-dimethoxyethylamine (210 mg, 2 mmol) in THF (6 mL) was stirred at room temperature for 17 h. Mercuric chloride (0.20 g, 0.75 mmol) was added and the mixture was stirred at 55° C. for 3 h. The solvent was evaporated under reduced pressure and the residue was dissolved in ethyl acetate (20 mL). The mixture was washed with aqueous citric acid (10%, 5 mL), brine (5 mL...